Dataset: the Open Reaction Database (ORD), a public repository of structured organic reaction records. Task: describe an organic reaction: reactants, conditions, products, and yield The reactants are [Li]CCCC, CCCCCC, CN(C)P(=O)(N(C)C)N(C)C, CCCCCCI, C1CCOC1, C#CCC(=O)O. Yields the product CCCCCCC#CCC(=O)O. RXN SMILES: [CH2:7]([Li:8])[CH2:9][CH2:10][CH3:11].[CH3:12][CH2:13][CH2:14][CH2:15][CH2:16][CH3:17].[CH3:30][N:31]([CH3:32])[P:33](=[O:34])([N:35]([CH3:36])[CH3:37])[N:38]([CH3:39])[CH3:40].[I:18][CH2:19][CH2:20][CH2:21][CH2:22][CH2:23][CH3:24].[O:25]1[CH2:26][CH2:27][CH2:28][CH2:29]1.[OH:1][C:2](=[O:3])[CH2:4][C:5]#[CH:6]>>[OH:1][C:2](=[O:3])[CH2:4][C:5]#[C:6][CH2:12][CH2:13][CH2:14][CH2:15][CH2:16][CH3:17]. The reactants are C(=O)(OC)C1=CC=C2C(=CC(OC2=C1)=O)C1=CC=CC=C1 (7-carbomethoxy-4-phenylcoumarin), [Li+].[OH-] (LiOH), C1CCOC1 (THF). Solvent: CO (MeOH). Conditions: time 1 hour. Yields the product C1(=CC=CC=C1)C1=CC(OC2=CC(=CC=C12)C(=O)O)=O (4-Phenyl-7-coumarincarboxylic acid). As a reaction SMILES: [C:1]([C:5]1[CH:14]=[C:13]2[C:8]([C:9]([C:16]3[CH:21]=[CH:20][CH:19]=[CH:18][CH:17]=3)=[CH:10][C:11](=[O:15])[O:12]2)=[CH:7][CH:6]=1)([O:3]C)=[O:2].[Li+].[OH-].C1COCC1>CO>[C:16]1([C:9]2[C:8]3[C:13](=[CH:14][C:5]([C:1]([OH:3])=[O:2])=[CH:6][CH:7]=3)[O:12][C:11](=[O:15])[CH:10]=2)[CH:21]=[CH:20][CH:19]=[CH:18][CH:17]=1 |f:1.2|. Procedure: A mixture of 7-carbomethoxy-4-phenylcoumarin (510 mg), 1N LiOH (10 mL), THF (7 mL) and MeOH (10 mL) was heated at reflux for 1 hr. The solution was concentrated then H2O (10 mL), 1N HCl (15 mL), THF (10 mL) and Et2O (10 mL) were added and stirring continued for 1 hr. After this time, the organic layer was separated and concentrated to yield the title compound which was used as such in the next step. Starting materials: CCOC(C)=O, CC(C)(C)c1cc(SCCC(=O)NN)cc(C(C)(C)C)c1O, CCCCCC, O=CO. The product is CC(C)(C)c1cc(SCCC(=O)NNC=O)cc(C(C)(C)C)c1O. Reaction SMILES: [C:29]([O:30][CH2:32][CH3:33])(=[O:31])[CH3:34].[CH3:1][C:2]([CH3:3])([CH3:4])[c:5]1[cH:6][c:7]([S:16][CH2:17][CH2:18][C:19](=[O:20])[NH:21][NH2:22])[cH:8][c:9]([C:12]([CH3:13])([CH3:14])[CH3:15])[c:10]1[OH:11].[CH3:23][CH2:24][CH2:25][CH2:26][CH2:27][CH3:28].[CH:35]([OH:36])=[O:37]>>[CH3:1][C:2]([CH3:3])([CH3:4])[c:5]1[cH:6][c:7]([S:16][CH2:17][CH2:18][C:19](=[O:20])[NH:21][NH:22][CH:29]=[O:31])[cH:8][c:9]([C:12]([CH3:13])([CH3:14])[CH3:15])[c:10]1[OH:11]. The reactants are CC(C)(C)OC(=O)N1CCc2nc(C=Cc3ccccc3)oc2C1, CC(C)=O, CCOC(C)=O, C[N+]1([O-])CCOCC1, [Na+], [Na+], C1CCOC1, O, O=S([O-])([O-])=S. Yields the product CC(C)(C)OC(=O)N1CCc2nc(C=O)oc2C1. RXN SMILES: [C:13]([CH3:14])([CH3:15])([CH3:16])[O:17][C:18](=[O:19])[N:20]1[CH2:21][c:22]2[c:23]([n:26][c:27]([CH:29]=[CH:30][c:31]3[cH:32][cH:33][cH:34][cH:35][cH:36]3)[o:28]2)[CH2:24][CH2:25]1.[CH3:1][C:2]([CH3:3])=[O:4].[CH3:49][CH2:50][O:51][C:52](=[O:53])[CH3:54].[CH3:5][N+:6]1([O-:7])[CH2:8][CH2:9][O:10][CH2:11][CH2:12]1.[Na+:42].[Na+:43].[O:44]1[CH2:45][CH2:46][CH2:47][CH2:48]1.[OH2:55].[S:37]([O-:38])([O-:39])(=[O:40])=[S:41]>>[O:4]=[CH:29][c:27]1[n:26][c:23]2[c:22]([o:28]1)[CH2:21][N:20]([C:18]([O:17][C:13]([CH3:14])([CH3:15])[CH3:16])=[O:19])[CH2:25][CH2:24]2. RXN SMILES: Cl.[NH2:2][C:3]1[C:4]([OH:19])=[C:5]([C:10]2[CH:15]=[CH:14][CH:13]=[C:12]([C:16]([OH:18])=[O:17])[CH:11]=2)[CH:6]=[C:7]([F:9])[CH:8]=1.[N:20]([O-])=O.[Na+].[CH3:24][C:25]1([CH3:41])[C:33]2[C:28](=[CH:29][CH:30]=[C:31]([N:34]3[C:38](=[O:39])[CH2:37][C:36]([CH3:40])=[N:35]3)[CH:32]=2)[CH2:27][CH2:26]1.C(=O)(O)[O-].[Na+]>Cl>[CH3:24][C:25]1([CH3:41])[C:33]2[C:28](=[CH:29][CH:30]=[C:31]([N:34]3[C:38](=[O:39])[C:37](=[N:20][NH:2][C:3]4[C:4]([OH:19])=[C:5]([C:10]5[CH:15]=[CH:14][CH:13]=[C:12]([C:16]([OH:18])=[O:17])[CH:11]=5)[CH:6]=[C:7]([F:9])[CH:8]=4)[C:36]([CH3:40])=[N:35]3)[CH:32]=2)[CH2:27][CH2:26]1 |f:0.1,2.3,5.6|. Isolated yield 37.5%. Reactants: C([O-])(O)=O.[Na+] (sodium bicarbonate), Cl.NC=1C(=C(C=C(C1)F)C1=CC(=CC=C1)C(=O)O)O (3′-Amino-5′-fluoro-2′-hydroxy-biphenyl-3-carboxylic acid hydrochloride), CC1(CCC2=CC=C(C=C12)N1N=C(CC1=O)C)C (2-(3,3-dimethyl-indan-5-yl)-5-methyl-2,4-dihydro-pyrazol-3-one), N(=O)[O-].[Na+] (sodium nitrite). Solvent: Cl (hydrochloric acid). Procedure: 3′-Amino-5′-fluoro-2′-hydroxy-biphenyl-3-carboxylic acid hydrochloride 2f (200 mg, 0.71 mmol) was dissolved in 2.4 mL of hydrochloric acid (1 N) upon cooling by an ice-water bath, followed by dropwise addition of 1 mL of aqueous sodium nitrite (54 mg, 0.78 mmol). After the mixture was stirred for 20 minutes, 2-(3,3-dimethyl-indan-5-yl)-5-methyl-2,4-dihydro-pyrazol-3-one 8i (153 mg, 0.64 mmol) was added. The mixture was adjusted to pH 8-9 by batch addition of aqueous sodium bicarbonate (889 mg, 1... Product: CC1(CCC2=CC=C(C=C12)N1N=C(C(C1=O)=NNC=1C(=C(C=C(C1)F)C1=CC(=CC=C1)C(=O)O)O)C)C (3′-{N′-[1-(3,3-dimethyl-indan-5-yl)-3-methyl-5-oxo-1,5-dihydro-pyrazol-4-ylidene]-hydrazino}-5′-fluoro-2′-hydroxy-biphenyl-3-carboxylic acid). Conditions: time 20 minute. Reactants: CC(C)N1CCC(CC1)CC1CCN(CC1)C=1C=CC(=NC1)C(=O)OC(C)(C)C (1,1-Dimethylethyl 5-(4-{[1-(1-methylethyl)-4-piperidinyl]methyl}-1-piperidinyl)-2-pyridinecarboxylate), CN (methylamine). Yields the product CNC(=O)C1=NC=C(C=C1)N1CCC(CC1)CC1CCN(CC1)C(C)C (N-Methyl-5-(4-{[1-(1-methylethyl)-4-piperidinyl]methyl}-1-piperidinyl)-2-pyridinecarboxamide). Reaction SMILES: [CH3:1][CH:2]([N:4]1[CH2:9][CH2:8][CH:7]([CH2:10][CH:11]2[CH2:16][CH2:15][N:14]([C:17]3[CH:18]=[CH:19][C:20]([C:23](OC(C)(C)C)=[O:24])=[N:21][CH:22]=3)[CH2:13][CH2:12]2)[CH2:6][CH2:5]1)[CH3:3].[CH3:30][NH2:31]>>[CH3:30][NH:31][C:23]([C:20]1[CH:19]=[CH:18][C:17]([N:14]2[CH2:13][CH2:12][CH:11]([CH2:10][CH:7]3[CH2:8][CH2:9][N:4]([CH:2]([CH3:3])[CH3:1])[CH2:5][CH2:6]3)[CH2:16][CH2:15]2)=[CH:22][N:21]=1)=[O:24]. Procedure: N-Methyl-5-(4-{[1-(1-methylethyl)-4-piperidinyl]methyl}-1-piperidinyl)-2-pyridinecarboxamide was prepared using an analogous process to that described in Examples 10 and 11 from 1,1-dimethylethyl 5-(4-{[1-(1-methylethyl)-4-piperidinyl]methyl}-1-piperidinyl)-2-pyridinecarboxylate (may be prepared as described in Example 4) and methylamine. The compound displayed 1H-NMR and mass spectral data that were consistent with structure. MS electrospray (+ion) 359 (MH+). Starting materials: O=Cc1ccccc1-n1ccc2ccc(Br)nc21, [K+], C1COCCO1, [OH-]. Product: Brc1ccc2cc[nH]c2n1. As a reaction SMILES: [Br:1][c:2]1[cH:3][cH:4][c:5]2[c:6]([n:7]1)[n:8](-[c:11]1[cH:12][cH:13][cH:14][cH:15][c:16]1[CH:17]=[O:18])[cH:9][cH:10]2.[K+:26].[O:19]1[CH2:20][CH2:21][O:22][CH2:23][CH2:24]1.[OH-:25]>>[Br:1][c:2]1[cH:3][cH:4][c:5]2[c:6]([n:7]1)[nH:8][cH:9][cH:10]2.